This data is from the Open Reaction Database (ORD), a public repository of structured organic reaction records. The task is: describe an organic reaction: reactants, conditions, products, and yield Starting materials: NC=1C=C(C=CC1Br)C(C)=O (3'-amino-4'-bromoacetophenone), copper-II-chloride-dihydrate, O.O.[Cl-] (chloride-dihydrate), S(=O)=O (sulfur-dioxide), N(=O)[O-].[Na+] (sodium nitrite). The solvent is O (water), Cl (hydrochloric acid). Yields the product BrC1=C(C=C(C=C1)C(C)=O)S(=O)(=O)Cl (4'-bromo-3'-chlorosulfonylacetophenone). RXN SMILES: N[C:2]1[CH:3]=[C:4]([C:9](=[O:11])[CH3:10])[CH:5]=[CH:6][C:7]=1[Br:8].N([O-])=O.[Na+].[S:16](=[O:18])=[O:17].O.O.[Cl-:21]>Cl.O>[Br:8][C:7]1[CH:6]=[CH:5][C:4]([C:9](=[O:11])[CH3:10])=[CH:3][C:2]=1[S:16]([Cl:21])(=[O:18])=[O:17] |f:1.2,4.5.6|. Reported procedure: 5.35 g of 3'-amino-4'-bromoacetophenone, melting point: 113° C., were diazotized in 50 ml of semi-concentrated hydrochloric acid with 1.75 g of sodium nitrite at 0°-5° C. and then decomposed according to Meerwein with 62 ml of sulfur-dioxide-saturated glacial acetic acid solution and 2 g of copper-II-chloride-dihydrate. chloride-dihydrate. After the addition of 62 ml of water, the 4'-bromo-3'-chlorosulfonylacetophenone was obtained which melted at 107° C. and could be introduced without further ... Reactants: NC(C(O)C=1SC=CN1)C (2-amino-1-thiazol-2-yl-propan-1-ol), C(C)(C)N(CC)C(C)C (Diisopropylethylamine), ClC(Cl)(OC(OC(Cl)(Cl)Cl)=O)Cl (triphosgene). The solvent is C(Cl)Cl (CH2Cl2), C(Cl)Cl (CH2Cl2), C(Cl)Cl (CH2Cl2). Conditions: time 2 hour. Product: C[C@@H]1NC(O[C@H]1C=1SC=CN1)=O ((4S,5R)-4-Methyl-5-thiazol-2-yl-oxazolidin-2-one). As a reaction SMILES: [NH2:1][CH:2]([CH3:10])[CH:3]([C:5]1[S:6][CH:7]=[CH:8][N:9]=1)[OH:4].C(N(C(C)C)CC)(C)C.Cl[C:21](Cl)([O:23]C(=O)OC(Cl)(Cl)Cl)Cl>C(Cl)Cl>[CH3:10][C@H:2]1[C@H:3]([C:5]2[S:6][CH:7]=[CH:8][N:9]=2)[O:4][C:21](=[O:23])[NH:1]1. Procedure: A mixture of diastereoisomers of 2-amino-1-thiazol-2-yl-propan-1-ol (4.20 g, 18.2 mmol) was dissolved in 160 mL of CH2Cl2. Diisopropylethylamine (11.1 mL, 63.6 mmol) was added at 0° C., followed by triphosgene (2.70 g, 9.09 mmol) dissolved in 40 mL of CH2Cl2. The reaction mixture was stirred at room temperature for 2 hours and then diluted with CH2Cl2. The organic solvents were separated, washed with aqueous NaHCO3 and brine, dried over MgSO4, filtered, and concentrated. The residue was purified... The reactants are BrC1=CC(=C(C=O)C=C1)F (4-bromo-2-fluorobenzaldehyde), O.C1(=CC=C(C=C1)S(=O)(=O)O)C (p-toluenesulfonic acid monohydrate), C(CO)O (ethylene glycol), C(=O)(O)[O-].[Na+] (NaHCO3), ice. Solvent: CCO (EtOH), C1=CC=CC=C1 (benzene). Product: BrC1=CC(=C(C=C1)C1OCCO1)F (2-(4-Bromo-2-fluorophenyl)-1,3-dioxolane). The yield is 99.0%. Reaction SMILES: [Br:1][C:2]1[CH:9]=[CH:8][C:5]([CH:6]=[O:7])=[C:4]([F:10])[CH:3]=1.O.C1(C)C=CC(S(O)(=O)=O)=CC=1.[CH2:23](O)[CH2:24][OH:25].C([O-])(O)=O.[Na+]>C1C=CC=CC=1.CCO>[Br:1][C:2]1[CH:9]=[CH:8][C:5]([CH:6]2[O:25][CH2:24][CH2:23][O:7]2)=[C:4]([F:10])[CH:3]=1 |f:1.2,4.5|. Procedure details: A mixture of 4-bromo-2-fluorobenzaldehyde (5.00 g, 24.6 mmol), p-toluenesulfonic acid monohydrate (190 mg, 1.00 mmol) and ethylene glycol (10 mL) were refluxed in benzene (50 mL) and EtOH (10 mL) under a Dean-Stark trap for 3 h. The reaction mixture was cooled and poured into a mixture of 5% aqueous NaHCO3 (100 mL) and ice (100 mL). The mixture was extracted with ether (3×150 mL), and the combined ethereal extracts were washed with brine (200 mL) and dried (MgSO4). Concentration under reduced pr... Reactants: C(C)(=O)OC1C=CC(C1)O[Si](C)(C)C(C)(C)C (3-acetoxy-5-t-butyldimethylsiloxycyclopent-1-ene). Run in CO (methanol), [OH-].[Ba+2].[OH-] (barium hydroxide). Yields the product O([Si](C)(C)C(C)(C)C)C1C=CC(C1)O (3-t-butyldimethylsiloxy-5-hydroxycyclopent-1-ene). Isolated yield 44.9%. As a reaction SMILES: C([O:4][CH:5]1[CH2:9][CH:8]([O:10][Si:11]([C:14]([CH3:17])([CH3:16])[CH3:15])([CH3:13])[CH3:12])[CH:7]=[CH:6]1)(=O)C>CO.[OH-].[Ba+2].[OH-]>[O:10]([CH:8]1[CH2:9][CH:5]([OH:4])[CH:6]=[CH:7]1)[Si:11]([C:14]([CH3:17])([CH3:16])[CH3:15])([CH3:13])[CH3:12] |f:2.3.4|. Procedure details: Two hundred milligrams (0.78 mmol) of 3-acetoxy-5-t-butyldimethylsiloxycyclopent-1-ene was dissolved in 1.0 milliliter of a methanol solution of 1 normal barium hydroxide, after which the resulting solution was heated under reflux for 15 minutes in an atmosphere of nitrogen. The methanol was then distilled off under reduced pressure, after which ethanol was added to precipitate a solid, which was filtered off. Ehtanol was then distilled off from the filtrate, after which the concentrated residue... Starting materials: O=C(O)c1ccc([N+](=O)[O-])cc1, C1CCOC1, O=C1c2ccccc2C(=O)N1C1CCC(O)CC1, c1ccc(P(c2ccccc2)c2ccccc2)cc1. Yields the product O=C(OC1CCC(N2C(=O)c3ccccc3C2=O)CC1)c1ccc([N+](=O)[O-])cc1. Reaction SMILES: [N+:19](=[O:20])([O-:21])[c:22]1[cH:23][cH:24][c:25]([C:26](=[O:27])[OH:28])[cH:29][cH:30]1.[O:50]1[CH2:51][CH2:52][CH2:53][CH2:54]1.[OH:1][CH:2]1[CH2:3][CH2:4][CH:5]([N:8]2[C:9](=[O:18])[c:10]3[cH:11][cH:12][cH:13][cH:14][c:15]3[C:16]2=[O:17])[CH2:6][CH2:7]1.[c:31]1([P:32]([c:33]2[cH:34][cH:35][cH:36][cH:37][cH:38]2)[c:39]2[cH:40][cH:41][cH:42][cH:43][cH:44]2)[cH:45][cH:46][cH:47][cH:48][cH:49]1>>[O:1]([CH:2]1[CH2:3][CH2:4][CH:5]([N:8]2[C:9](=[O:18])[c:10]3[cH:11][cH:12][cH:13][cH:14][c:15]3[C:16]2=[O:17])[CH2:6][CH2:7]1)[C:26]([c:25]1[cH:24][cH:23][c:22]([N+:19](=[O:20])[O-:21])[cH:30][cH:29]1)=[O:27]. Starting materials: CC1=C(C=C2CCC3=C2OC2=C(C3=O)C=C(C=C2)C(=O)OC)C=CC=C1 (3-(2-methyl-benzylidene)-1,2,3,9-tetrahydro-9-oxo-cyclopenta[b][1]benzopyran-7-carboxylic acid, methyl ester), [OH-].[K+] (KOH). Run in C(C)O (ethanol). The product is CC1=C(C=C2CCC3=C2OC2=C(C3=O)C=C(C=C2)C(=O)O)C=CC=C1 (3-(2-methyl-benzylidene)-1,2,3,9-tetrahydro-9-oxo-cyclopenta[b][1]benzopyran-7-carboxylic acid). The yield is 83.4%. Reaction SMILES: [CH3:1][C:2]1[CH:26]=[CH:25][CH:24]=[CH:23][C:3]=1[CH:4]=[C:5]1[C:9]2[O:10][C:11]3[CH:18]=[CH:17][C:16]([C:19]([O:21]C)=[O:20])=[CH:15][C:12]=3[C:13](=[O:14])[C:8]=2[CH2:7][CH2:6]1.[OH-].[K+]>C(O)C>[CH3:1][C:2]1[CH:26]=[CH:25][CH:24]=[CH:23][C:3]=1[CH:4]=[C:5]1[C:9]2[O:10][C:11]3[CH:18]=[CH:17][C:16]([C:19]([OH:21])=[O:20])=[CH:15][C:12]=3[C:13](=[O:14])[C:8]=2[CH2:7][CH2:6]1 |f:1.2|. Procedure: 3-(2-methyl-benzylidene)-1,2,3,9-tetrahydro-9-oxo-cyclopenta[b][1]benzopyran-7-carboxylic acid, methyl ester (3 g) was hydrolized by treatment with 1% KOH in 95% ethanol (59 ml) at reflux temperature for 15 minutes. After cooling, acidification with HCl and dilution with ice water, the precipitate was filtered and washed with water. Crystallization from dimethylformamide-ethanol gave 2.4 g of 3-(2-methyl-benzylidene)-1,2,3,9-tetrahydro-9-oxo-cyclopenta[b][1]benzopyran-7-carboxylic acid, m.p. 296... Starting materials: NC1=C(C=CC(=C1)C(F)(F)F)NC1CCN(CC1)C(=O)OCC (ethyl 4-[2-amino-4-(trifluoromethyl)-phenylamino]-1-piperidinecarboxylate), NC(=O)N (urea). Conditions: temperature 100 celsius. Product: O=C1NC2=C(N1C1CCN(CC1)C(=O)OCC)C=CC(=C2)C(F)(F)F (ethyl 4-[1,3-dihydro-2-oxo-5-(trifluoromethyl)-2H-benzimidazol-1-yl]-1-piperidinecarboxylate). As a reaction SMILES: [NH2:1][C:2]1[CH:7]=[C:6]([C:8]([F:11])([F:10])[F:9])[CH:5]=[CH:4][C:3]=1[NH:12][CH:13]1[CH2:18][CH2:17][N:16]([C:19]([O:21][CH2:22][CH3:23])=[O:20])[CH2:15][CH2:14]1.N[C:25](N)=[O:26]>>[O:26]=[C:25]1[N:12]([CH:13]2[CH2:18][CH2:17][N:16]([C:19]([O:21][CH2:22][CH3:23])=[O:20])[CH2:15][CH2:14]2)[C:3]2[CH:4]=[CH:5][C:6]([C:8]([F:10])([F:11])[F:9])=[CH:7][C:2]=2[NH:1]1. Reported procedure: 56.27 parts of ethyl 4-[2-amino-4-(trifluoromethyl)-phenylamino]-1-piperidinecarboxylate and 15.6 parts of urea are mixed thoroughly in a mortar. The mixture is stirred and heated on an oil-bath at 170°-180° C for 3 hours. The reaction mixture is cooled to 100° C and the product is extracted with methylbenzene. The extract is washed with water, dried, filtered and evaporated. The residue is crystallized from 2,2'-oxybispropane. The product is filtered off and dried, yielding ethyl 4-[1,3-dihydro... The reactants are CC(C)(C)OC(=O)N1CCNCC1, COC1=CC=CC=C1Cl. The reagents and catalysts are CC(C)(C)[O-].[Na+], CC(C)OC1=C(C(=CC=C1)OC(C)C)C2=CC=CC=C2P(C3CCCCC3)C4CCCCC4, CC(=O)O.CC(=O)O.[Pd]. The solvent is CC1=CC=CC=C1. Conditions: temperature 100 celsius. Yields the product CC(C)(C)OC(=O)N1CCN(CC1)C2=CC=CC=C2OC. Isolated yield 11.2%. Procedure: RuPhos (32.7 mg, 0.07 mmol) and palladium (II) acetate (15.75 mg, 0.07 mmol) were suspended in toluene (1 mL) at ambient temperature. The mixture was degassed and purged with nitrogen several times and warmed to 50°C for 20 mins.  In a separate vessel were mixed 1-chloro-2-methoxybenzene (100 mg, 0.70 mmol), tert-butyl piperazine-1-carboxylate (131 mg, 0.70 mmol), sodium tertbutoxide (101 mg, 1.05 mmol) and toluene (2 mL). The suspension was degassed and purged with nitrogen then warmed to 50°C....